From a dataset of the Open Reaction Database (ORD), a public repository of structured organic reaction records. describe an organic reaction: reactants, conditions, products, and yield The reactants are Cc1ccc(Oc2cccc(C=C3CCN(C(=O)OC(C)(C)C)CC3)c2)nc1, ClCCl, Cl, C1COCCO1. The product is Cc1ccc(Oc2cccc(C=C3CCNCC3)c2)nc1, Cl. As a reaction SMILES: [CH3:1][c:2]1[cH:3][cH:4][c:5]([O:8][c:9]2[cH:10][c:11]([CH:12]=[C:13]3[CH2:14][CH2:15][N:16]([C:19]([O:20][C:21]([CH3:22])([CH3:23])[CH3:24])=[O:25])[CH2:17][CH2:18]3)[cH:26][cH:27][cH:28]2)[n:6][cH:7]1.[Cl:36][CH2:37][Cl:38].[ClH:29].[O:30]1[CH2:31][CH2:32][O:33][CH2:34][CH2:35]1>>[CH3:1][c:2]1[cH:3][cH:4][c:5]([O:8][c:9]2[cH:10][c:11]([CH:12]=[C:13]3[CH2:14][CH2:15][NH:16][CH2:17][CH2:18]3)[cH:26][cH:27][cH:28]2)[n:6][cH:7]1.[ClH:29]. The reactants are O=C1N(CCNC1)C1CC=2C=CC(=CC2CC1)C#N (6-(2-Oxopiperazin-1-yl)-5,6,7,8-tetrahydronaphthalene-2-carbonitrile), C(C)(=O)O[BH-](OC(C)=O)OC(C)=O.[Na+] (sodium triacetoxyborohydride), O=[O+][O-] (Ozone), C(C=C)C1=CC2=C(C(OC2)=O)C=C1 (5-(prop-2-en-1-yl)-2-benzofuran-1(3H)-one). Solvent: C(Cl)Cl (DCM), C(Cl)Cl (DCM). Conditions: time 24 hour. Product: O=C1N(CCN(C1)CCC1=CC2=C(C(OC2)=O)C=C1)C1CC=2C=CC(=CC2CC1)C#N (6-{2-Oxo-4-[2-(1-oxo-1,3-dihydro-2-benzofuran-5-yl)ethyl]piperazin-1-yl}-5,6,7,8-tetrahydronaphthalene-2-carbonitrile). RXN SMILES: O=[O+][O-].[CH2:4]([C:7]1[CH:16]=[CH:15][C:10]2[C:11](=[O:14])[O:12][CH2:13][C:9]=2[CH:8]=1)[CH:5]=C.[O:17]=[C:18]1[CH2:23][NH:22][CH2:21][CH2:20][N:19]1[CH:24]1[CH2:33][CH2:32][C:31]2[CH:30]=[C:29]([C:34]#[N:35])[CH:28]=[CH:27][C:26]=2[CH2:25]1.C(O[BH-](OC(=O)C)OC(=O)C)(=O)C.[Na+]>C(Cl)Cl>[O:17]=[C:18]1[CH2:23][N:22]([CH2:5][CH2:4][C:7]2[CH:16]=[CH:15][C:10]3[C:11](=[O:14])[O:12][CH2:13][C:9]=3[CH:8]=2)[CH2:21][CH2:20][N:19]1[CH:24]1[CH2:33][CH2:32][C:31]2[CH:30]=[C:29]([C:34]#[N:35])[CH:28]=[CH:27][C:26]=2[CH2:25]1 |f:3.4|. Reported procedure: Ozone was bubbled into a solution of 5-(prop-2-en-1-yl)-2-benzofuran-1(3H)-one (102 mg, 0.59 mmol) in DCM until the color changed to orange. Excess ozone was removed by bubbling nitrogen through the reaction, which was followed by addition of 6-(2-Oxopiperazin-1-yl)-5,6,7,8-tetrahydronaphthalene-2-carbonitrile (50 mg, 0.20 mmol) and sodium triacetoxyborohydride (210 mg, 0.98 mmol). The reaction was allowed to stir at RT for 24 hours. The reaction was diluted with DCM, washed with brine, dried ov... The reactants are C(CCCCCC)NC(C)=O (N-heptylacetamide), [H-].[Al+3].[Li+].[H-].[H-].[H-] (lithium aluminum hydride), O.[OH-].[Na+] (H2O NaOH). The solvent is C(C)OCC (diethyl ether). Run at time 18 hour. Yields the product C(CCCCCC)NCC (N-heptyl-N-ethylamine). As a reaction SMILES: [CH2:1]([NH:8][C:9](=O)[CH3:10])[CH2:2][CH2:3][CH2:4][CH2:5][CH2:6][CH3:7].[H-].[Al+3].[Li+].[H-].[H-].[H-].O.[OH-].[Na+]>C(OCC)C>[CH2:1]([NH:8][CH2:9][CH3:10])[CH2:2][CH2:3][CH2:4][CH2:5][CH2:6][CH3:7] |f:1.2.3.4.5.6,7.8.9|. Procedure details: A mixture of a solution of 5.5 gms of the N-heptylacetamide in 150 ml of diethyl ether and 3.99 gms of lithium aluminum hydride are stirred at room temperature for 18 hours. The reaction mixture is then worked up with H2O/NaOH by the Fieser method, following which the organic layer is dried over MgSO4, filtered, and concentrated under vacuum to give N-heptyl-N-ethylamine. Reactants: C1CCOC1, COC(=O)c1sc2c(OC)ccc(F)c2c1Cl, [Li+], [OH-], O. Product: COc1ccc(F)c2c(Cl)c(C(=O)O)sc12. As a reaction SMILES: [CH2:21]1[O:22][CH2:23][CH2:24][CH2:25]1.[Cl:1][c:2]1[c:3]([C:14](=[O:15])[O:16][CH3:17])[s:4][c:5]2[c:6]1[c:7]([F:13])[cH:8][cH:9][c:10]2[O:11][CH3:12].[Li+:19].[OH-:20].[OH2:18]>>[Cl:1][c:2]1[c:3]([C:14](=[O:15])[OH:16])[s:4][c:5]2[c:6]1[c:7]([F:13])[cH:8][cH:9][c:10]2[O:11][CH3:12]. The reactants are O=c1cc(OCc2ccccc2)ccn1-c1ccc(OC2CCCCO2)cc1, CCO, Cc1ccc(S(=O)(=O)[O-])cc1, c1cc[nH+]cc1. Yields the product O=c1cc(OCc2ccccc2)ccn1-c1ccc(O)cc1. As a reaction SMILES: [CH2:18]([c:19]1[cH:20][cH:21][cH:22][cH:23][cH:24]1)[O:25][c:26]1[cH:27][c:28](=[O:45])[n:29](-[c:32]2[cH:33][cH:34][c:35]([O:38][CH:39]3[CH2:40][CH2:41][CH2:42][CH2:43][O:44]3)[cH:36][cH:37]2)[cH:30][cH:31]1.[CH3:46][CH2:47][OH:48].[c:1]1([CH3:2])[cH:3][cH:4][c:5]([S:6]([O-:7])(=[O:8])=[O:9])[cH:10][cH:11]1.[nH+:12]1[cH:13][cH:14][cH:15][cH:16][cH:17]1>>[CH2:18]([c:19]1[cH:20][cH:21][cH:22][cH:23][cH:24]1)[O:25][c:26]1[cH:27][c:28](=[O:45])[n:29](-[c:32]2[cH:33][cH:34][c:35]([OH:38])[cH:36][cH:37]2)[cH:30][cH:31]1. Reactants: B.CSC (Borane methyl sulfide), C1(CCCC1)CCCN1N=NN(C1=O)C1=CC=C(C=C1)NS(=O)(=O)C=1C=C2CCC(OC2=CC1)C(=O)N ((±)-6-{4-[4-(3-Cyclopentylpropyl)-5-oxo-4,5-dihydrotetrazol-1-yl]phenylsulfamoyl}chroman-2-carboxylic acid amide), [OH-].[Na+] (sodium hydroxide), Cl (HCl). Run in O1CCCC1 (tetrahydrofuran), CO (Methanol). Reaction conditions: temperature 0 celsius. Yields the product C1(CCCC1)CCCN1N=NN(C1=O)C1=CC=C(C=C1)NS(=O)(=O)C=1C=C2CCC(OC2=CC1)CN ((±)-2-Aminomethylchroman-6-sulfonic acid {4-[4-(3-cyclopentylpropyl)-5-oxo-4,5-dihydrotetrazol-1-yl]phenyl}amide). Yield: 79.4%. Reaction SMILES: B.CSC.[CH:5]1([CH2:10][CH2:11][CH2:12][N:13]2[C:17](=[O:18])[N:16]([C:19]3[CH:24]=[CH:23][C:22]([NH:25][S:26]([C:29]4[CH:30]=[C:31]5[C:36](=[CH:37][CH:38]=4)[O:35][CH:34]([C:39]([NH2:41])=O)[CH2:33][CH2:32]5)(=[O:28])=[O:27])=[CH:21][CH:20]=3)[N:15]=[N:14]2)[CH2:9][CH2:8][CH2:7][CH2:6]1.Cl.[OH-].[Na+]>O1CCCC1.CO>[CH:5]1([CH2:10][CH2:11][CH2:12][N:13]2[C:17](=[O:18])[N:16]([C:19]3[CH:20]=[CH:21][C:22]([NH:25][S:26]([C:29]4[CH:30]=[C:31]5[C:36](=[CH:37][CH:38]=4)[O:35][CH:34]([CH2:39][NH2:41])[CH2:33][CH2:32]5)(=[O:27])=[O:28])=[CH:23][CH:24]=3)[N:15]=[N:14]2)[CH2:9][CH2:8][CH2:7][CH2:6]1 |f:0.1,4.5|. Procedure details: Borane-methyl sulfide complex (2.0 M solution in tetrahydrofuran, 17.1 mL, 34.2 mmol) was added to a cooled (0° C.) solution of the compound from Example 23 (3.0 g, 5.70 mmol) in tetrahydrofuran (75 mL). The mixture was heated to reflux for 90 minutes then cooled to 0° C. Methanol was added until gas evolution ceased, then 6N HCl (15 mL) was added. The mixture was heated to reflux for 60 minutes then cooled to 0° C. The mixture was brought to pH=12 with 10% aqueous sodium hydroxide and extracted... Starting materials: ClCC=1CN(CCC1C1=CC=CC=C1)C(C)=O (1-(3-(chloromethyl)-4-phenyl-5,6-dihydropyridin-1(2H)-yl)ethanone), OC1=C(C=O)C(=CC=C1)O (2,6-dihydroxybenzaldehyde), C(=O)([O-])[O-].[K+].[K+] (K2CO3). Solvent: CCOC(=O)C (EtOAc), CN(C)C=O (DMF). Product: C(C)(=O)N1CC(=C(CC1)C1=CC=CC=C1)COC1=C(C=O)C(=CC=C1)O (2-((1-acetyl-4-phenyl-1,2,5,6-tetrahydropyridin-3-yl)methoxy)-6-hydroxybenzaldehyde). Yield: 18.5%. Reaction SMILES: Cl[CH2:2][C:3]1[CH2:4][N:5]([C:15](=[O:17])[CH3:16])[CH2:6][CH2:7][C:8]=1[C:9]1[CH:14]=[CH:13][CH:12]=[CH:11][CH:10]=1.[OH:18][C:19]1[CH:26]=[CH:25][CH:24]=[C:23]([OH:27])[C:20]=1[CH:21]=[O:22].C([O-])([O-])=O.[K+].[K+]>CN(C=O)C.CCOC(C)=O>[C:15]([N:5]1[CH2:6][CH2:7][C:8]([C:9]2[CH:14]=[CH:13][CH:12]=[CH:11][CH:10]=2)=[C:3]([CH2:2][O:18][C:19]2[CH:26]=[CH:25][CH:24]=[C:23]([OH:27])[C:20]=2[CH:21]=[O:22])[CH2:4]1)(=[O:17])[CH3:16] |f:2.3.4|. Procedure details: To a solution of 1-(3-(chloromethyl)-4-phenyl-5,6-dihydropyridin-1(2H)-yl)ethanone (100 mg, 0.40 mmol) and 2,6-dihydroxybenzaldehyde (110 mg, 0.80 mmol) in DMF (2.5 mL) was added K2CO3 (170 mg, 1.20 mmol), after heated at 50 degree for 2 h, the reaction was diluted with EtOAc, organic layer was separated and aqueous layer was extracted with EtOAc. EtOAc layers were combined, washed with Sat. NaHCO3, brine, dried over Na2SO4, and was concentrated to give crude oil, which was purified by preparati... Reactants: FC1=CC=C(C=C1)C(C(C(=O)OCC)CC1=CC(=C(C=C1)C(F)(F)F)F)O (ethyl (2RS,3RS)-3-(4-fluorophenyl)-2-((3-fluoro-4-(trifluoromethyl)phenyl)methyl)-3-hydroxypropionate), [OH-].[Na+] (sodium hydroxide), Cl (hydrochloric acid). Run in CO (methanol). Reaction conditions: time 8 hour. The product is FC1=CC=C(C=C1)C(C(C(=O)O)CC1=CC(=C(C=C1)C(F)(F)F)F)O ((2RS,3RS)-3-(4-fluorophenyl)-2-((3-fluoro-4-(trifluoromethyl)phenyl)methyl)-3-hydroxypropionic acid). Yield: 90.3%. RXN SMILES: [F:1][C:2]1[CH:7]=[CH:6][C:5]([CH:8]([OH:27])[CH:9]([CH2:15][C:16]2[CH:21]=[CH:20][C:19]([C:22]([F:25])([F:24])[F:23])=[C:18]([F:26])[CH:17]=2)[C:10]([O:12]CC)=[O:11])=[CH:4][CH:3]=1.[OH-].[Na+].Cl>CO>[F:1][C:2]1[CH:3]=[CH:4][C:5]([CH:8]([OH:27])[CH:9]([CH2:15][C:16]2[CH:21]=[CH:20][C:19]([C:22]([F:24])([F:25])[F:23])=[C:18]([F:26])[CH:17]=2)[C:10]([OH:12])=[O:11])=[CH:6][CH:7]=1 |f:1.2|. Procedure details: To a solution of ethyl (2RS,3RS)-3-(4-fluorophenyl)-2-((3-fluoro-4-(trifluoromethyl)phenyl)methyl)-3-hydroxypropionate (9.9 g, 25.5 mmol) in methanol (40 ml) was added 2N aqueous sodium hydroxide solution (25.5 ml, 51.0 mmol) and the mixture was stirred overnight at room temperature. The reaction solution was acidified with 1N hydrochloric acid and extracted with ethyl acetate (200 ml×2). The extract was washed with water and saturated brine, dried over anhydrous magnesium sulfate and evaporated... Product: COc1cccc2c1CCC=C2N1CCCC1. Reactants: C1CCNC1, Cc1ccccc1, COc1cccc2c1CCCC2=O, [Cl-], [Cl-], [Cl-], [Cl-], [Ti+4]. As a reaction SMILES: [CH2:14]1[CH2:15][CH2:16][NH:17][CH2:18]1.[CH3:19][c:20]1[cH:21][cH:22][cH:23][cH:24][cH:25]1.[CH3:1][O:2][c:3]1[c:4]2[c:9]([cH:10][cH:11][cH:12]1)[C:8](=[O:13])[CH2:7][CH2:6][CH2:5]2.[Cl-:26].[Cl-:27].[Cl-:28].[Cl-:29].[Ti+4:30]>>[CH3:1][O:2][c:3]1[c:4]2[c:9]([cH:10][cH:11][cH:12]1)[C:8]([N:17]1[CH2:16][CH2:15][CH2:14][CH2:18]1)=[CH:7][CH2:6][CH2:5]2.